From a dataset of the Open Reaction Database (ORD), a public repository of structured organic reaction records. describe an organic reaction: reactants, conditions, products, and yield Starting materials: CC(C)(C)[Si](C)(C)Cl, CN(C)C=O, O=Cc1ccc(O)cc1, c1c[nH]cn1. Product: CC(C)(C)[Si](C)(C)Oc1ccc(C=O)cc1. Reaction SMILES: [C:15]([CH3:16])([CH3:17])([CH3:18])[Si:19]([CH3:20])([CH3:21])[Cl:22].[O:23]=[CH:24][N:25]([CH3:26])[CH3:27].[OH:1][c:2]1[cH:3][cH:4][c:5]([CH:6]=[O:7])[cH:8][cH:9]1.[nH:10]1[cH:11][cH:12][n:13][cH:14]1>>[O:1]([c:2]1[cH:3][cH:4][c:5]([CH:6]=[O:7])[cH:8][cH:9]1)[Si:19]([C:15]([CH3:16])([CH3:17])[CH3:18])([CH3:20])[CH3:21]. Reactants: C=CCOc1ccc(CS(=O)CCn2ccnn2)cc1, CN1C(=O)CC(=O)N(C)C1=O, ClCCl, c1ccc(P(c2ccccc2)(c2ccccc2)[Pd](P(c2ccccc2)(c2ccccc2)c2ccccc2)(P(c2ccccc2)(c2ccccc2)c2ccccc2)P(c2ccccc2)(c2ccccc2)c2ccccc2)cc1. Yields the product O=S(CCn1ccnn1)Cc1ccc(O)cc1. RXN SMILES: [CH2:1]([CH:2]=[CH2:3])[O:4][c:5]1[cH:6][cH:7][c:8]([CH2:11][S:12](=[O:13])[CH2:14][CH2:15][n:16]2[n:17][n:18][cH:19][cH:20]2)[cH:9][cH:10]1.[CH3:21][N:22]1[C:23](=[O:24])[CH2:25][C:26](=[O:27])[N:28]([CH3:29])[C:30]1=[O:31].[Cl:32][CH2:33][Cl:34].[cH:35]1[cH:36][cH:37][c:38]([P:39]([Pd:40]([P:41]([c:42]2[cH:43][cH:44][cH:45][cH:46][cH:47]2)([c:48]2[cH:49][cH:50][cH:51][cH:52][cH:53]2)[c:54]2[cH:55][cH:56][cH:57][cH:58][cH:59]2)([P:60]([c:61]2[cH:62][cH:63][cH:64][cH:65][cH:66]2)([c:67]2[cH:68][cH:69][cH:70][cH:71][cH:72]2)[c:73]2[cH:74][cH:75][cH:76][cH:77][cH:78]2)[P:79]([c:80]2[cH:81][cH:82][cH:83][cH:84][cH:85]2)([c:86]2[cH:87][cH:88][cH:89][cH:90][cH:91]2)[c:92]2[cH:93][cH:94][cH:95][cH:96][cH:97]2)([c:98]2[cH:99][cH:100][cH:101][cH:102][cH:103]2)[c:104]2[cH:105][cH:106][cH:107][cH:108][cH:109]2)[cH:110][cH:111]1>>[OH:4][c:5]1[cH:6][cH:7][c:8]([CH2:11][S:12](=[O:13])[CH2:14][CH2:15][n:16]2[n:17][n:18][cH:19][cH:20]2)[cH:9][cH:10]1. The reactants are ClC1=NC=NC(=C1)OCC#CC (4-chloro-6-(2-butynyloxy)pyrimidine), NC1=CC=CC=C1 (aniline). The solvent is C(C)O (ethanol). Product: N(C1=CC=CC=C1)C1=NC=NC(=C1)OCC#CC (4-anilino-6-(2-butynyloxy)pyrimidine). Yield: 49.6%. As a reaction SMILES: Cl[C:2]1[CH:7]=[C:6]([O:8][CH2:9][C:10]#[C:11][CH3:12])[N:5]=[CH:4][N:3]=1.[NH2:13][C:14]1[CH:19]=[CH:18][CH:17]=[CH:16][CH:15]=1>C(O)C>[NH:13]([C:2]1[CH:7]=[C:6]([O:8][CH2:9][C:10]#[C:11][CH3:12])[N:5]=[CH:4][N:3]=1)[C:14]1[CH:19]=[CH:18][CH:17]=[CH:16][CH:15]=1. Reported procedure: In 1.1 ml of ethanol were dissolved 0.2 g of 4-chloro-6-(2-butynyloxy)pyrimidine and 0.15 g of aniline, followed by heating under reflux for 7 hours. The reaction mxiture was then left for cooling to room temperature and concentrated under reduced pressure. The residue was subjected to silica gel column chromatography to give 0.13 g of 4-anilino-6-(2-butynyloxy)pyrimidine (the present compound (53)), m.p.: 159.3° C. Starting materials: [Cl-].[Cl-].[Cl-].[Al+3] (Aluminum trichloride), FC1=C(C(=O)Cl)C(=CC=C1NS(=O)(=O)CCC)F (2,6-difluoro-3-(propane-1-sulfonylamino)-benzoyl chloride), N1C=CC=2C1=NC=C(C2)NC(C2=CN=CC=C2)=O (N-(1H-pyrrolo[2,3-b]pyridin-5-yl)-nicotinamide), C(C1=CN=CC=C1)(=O)Cl (nicotinoyl chloride). The solvent is O (water), ClCCl (dichloromethane), O1CCCC1 (tetrahydrofuran), C(C)N(CC)CC (triethylamine), O (water). Run at time 36 hour. Yields the product FC1=C(C(=O)C2=CNC3=NC=C(C=C32)NC(C3=CN=CC=C3)=O)C(=CC=C1NS(=O)(=O)CCC)F (N-{3-[2,6-difluoro-3-(propane-1-sulfonylamino)-benzoyl]-1H-pyrrolo[2,3-b]pyridin-5-yl}-nicotinamide). Reaction SMILES: [NH:1]1[C:5]2=[N:6][CH:7]=[C:8]([NH:10][C:11](=[O:18])[C:12]3[CH:17]=[CH:16][CH:15]=[N:14][CH:13]=3)[CH:9]=[C:4]2[CH:3]=[CH:2]1.[Cl-].[Cl-].[Cl-].[Al+3].[F:23][C:24]1[C:32]([NH:33][S:34]([CH2:37][CH2:38][CH3:39])(=[O:36])=[O:35])=[CH:31][CH:30]=[C:29]([F:40])[C:25]=1[C:26](Cl)=[O:27].C(Cl)(=O)C1C=CC=NC=1>ClCCl.O.O1CCCC1.C(N(CC)CC)C>[F:23][C:24]1[C:32]([NH:33][S:34]([CH2:37][CH2:38][CH3:39])(=[O:35])=[O:36])=[CH:31][CH:30]=[C:29]([F:40])[C:25]=1[C:26]([C:3]1[C:4]2[C:5](=[N:6][CH:7]=[C:8]([NH:10][C:11](=[O:18])[C:12]3[CH:17]=[CH:16][CH:15]=[N:14][CH:13]=3)[CH:9]=2)[NH:1][CH:2]=1)=[O:27] |f:1.2.3.4|. Reported procedure: In a reaction vial, N-(1H-pyrrolo[2,3-b]pyridin-5-yl)-nicotinamide (37, 0.050 g, 0.21 mmol) is dissolved in 2 mL of dichloromethane. Aluminum trichloride (0.1 g, 1 mmol) and 2,6-difluoro-3-(propane-1-sulfonylamino)-benzoyl chloride (38, 0.075 g, 0.25 mmol) are added in one portion, and the reaction is stirred at room temperature for 36 hours, then diluted with water and extracted 3× with ethyl acetate. The organic layers are combined and washed 2× with brine, dried over sodium sulfate, filtered ...